Dataset: the Open Reaction Database (ORD), a public repository of structured organic reaction records. Task: describe an organic reaction: reactants, conditions, products, and yield Starting materials: O=C([O-])[O-], CN(C)C=O, [K+], [K+], ClCCCN1CCOCC1, COc1cc2c(=O)n(COC(=O)C(C)(C)C)cnc2cc1O. Yields the product COc1cc2c(=O)n(COC(=O)C(C)(C)C)cnc2cc1OCCCN1CCOCC1. As a reaction SMILES: [C:1](=[O:2])([O-:3])[O-:4].[CH3:39][N:40]([CH3:41])[CH:42]=[O:43].[K+:5].[K+:6].[O:29]1[CH2:30][CH2:31][N:32]([CH2:35][CH2:36][CH2:37][Cl:38])[CH2:33][CH2:34]1.[OH:7][c:8]1[c:9]([O:27][CH3:28])[cH:10][c:11]2[c:12](=[O:26])[n:13]([CH2:18][O:19][C:20]([C:21]([CH3:22])([CH3:23])[CH3:24])=[O:25])[cH:14][n:15][c:16]2[cH:17]1>>[O:7]([c:8]1[c:9]([O:27][CH3:28])[cH:10][c:11]2[c:12](=[O:26])[n:13]([CH2:18][O:19][C:20]([C:21]([CH3:22])([CH3:23])[CH3:24])=[O:25])[cH:14][n:15][c:16]2[cH:17]1)[CH2:37][CH2:36][CH2:35][N:32]1[CH2:31][CH2:30][O:29][CH2:34][CH2:33]1. Reactants: [Al+3], N#CCCCc1c[nH]c(-c2ccc(F)cc2)c1-c1ccncc1, [H-], [H-], [H-], [H-], [Li+], [Na+], C1CCOC1, [OH-], O. Yields the product NCCCCc1c[nH]c(-c2ccc(F)cc2)c1-c1ccncc1. Reaction SMILES: [Al+3:25].[C:1](#[N:2])[CH2:3][CH2:4][CH2:5][c:6]1[c:7](-[c:18]2[cH:19][cH:20][n:21][cH:22][cH:23]2)[c:8](-[c:11]2[cH:12][cH:13][c:14]([F:17])[cH:15][cH:16]2)[nH:9][cH:10]1.[H-:24].[H-:27].[H-:28].[H-:29].[Li+:26].[Na+:31].[O:33]1[CH2:34][CH2:35][CH2:36][CH2:37]1.[OH-:30].[OH2:32]>>[CH2:1]([NH2:2])[CH2:3][CH2:4][CH2:5][c:6]1[c:7](-[c:18]2[cH:19][cH:20][n:21][cH:22][cH:23]2)[c:8](-[c:11]2[cH:12][cH:13][c:14]([F:17])[cH:15][cH:16]2)[nH:9][cH:10]1. Reactants: C1OC=2C=C(CCN)C=CC2OC1 (3,4-ethylenedioxyphenethylamine), ClC=1C2=C(N=C(N1)C1=NC=CN=C1)SC(=C2C)C (4-chloro-2-(pyrazin-2-yl)-5,6-dimethyl-thieno-[2,3-d]-pyrimidine). Product: N1=C(C=NC=C1)C=1N=C(C2=C(N1)SC(=C2C)C)NCCC2=CC1=C(C=C2)OCCO1 (2-(pyrazin-2-yl)-4-(3,4-ethylenedioxyphenethylamino)-5,6-dimethyl-thieno-[2,3-d]-pyrimidine). RXN SMILES: [CH2:1]1[CH2:13][O:12][C:11]2[CH:10]=[CH:9][C:5]([CH2:6][CH2:7][NH2:8])=[CH:4][C:3]=2[O:2]1.Cl[C:15]1[C:16]2[C:29]([CH3:30])=[C:28]([CH3:31])[S:27][C:17]=2[N:18]=[C:19]([C:21]2[CH:26]=[N:25][CH:24]=[CH:23][N:22]=2)[N:20]=1>>[N:22]1[CH:23]=[CH:24][N:25]=[CH:26][C:21]=1[C:19]1[N:20]=[C:15]([NH:8][CH2:7][CH2:6][C:5]2[CH:9]=[CH:10][C:11]3[O:12][CH2:13][CH2:1][O:2][C:3]=3[CH:4]=2)[C:16]2[C:29]([CH3:30])=[C:28]([CH3:31])[S:27][C:17]=2[N:18]=1. Procedure details: With the procedure of Example 1, the reaction of 3,4-ethylenedioxyphenethylamine with 4-chloro-2-(pyrazin-2-yl)-5,6-dimethyl-thieno-[2,3-d]-pyrimidine yields 2-(pyrazin-2-yl)-4-(3,4-ethylenedioxyphenethylamino)-5,6-dimethyl-thieno-[2,3-d]-pyrimidine.